Dataset: the Open Reaction Database (ORD), a public repository of structured organic reaction records. Task: describe an organic reaction: reactants, conditions, products, and yield The reactants are FC1=C(C=CC(=C1)[N+](=O)[O-])OC1=CC=CC=C1 (2-fluoro-4-nitro-1-phenoxybenzene), [H][H] (hydrogen). The reagents and catalysts are [Pd] (palladium on carbon). The solvent is CO (methanol). The product is FC=1C=C(C=CC1OC1=CC=CC=C1)N (3-fluoro-4-phenoxybenzenamine). The yield is 95.0%. Reaction SMILES: [F:1][C:2]1[CH:7]=[C:6]([N+:8]([O-])=O)[CH:5]=[CH:4][C:3]=1[O:11][C:12]1[CH:17]=[CH:16][CH:15]=[CH:14][CH:13]=1.[H][H]>[Pd].CO>[F:1][C:2]1[CH:7]=[C:6]([NH2:8])[CH:5]=[CH:4][C:3]=1[O:11][C:12]1[CH:17]=[CH:16][CH:15]=[CH:14][CH:13]=1. Reported procedure: To a solution of 2-fluoro-4-nitro-1-phenoxybenzene (3.2 g, 13.72 mmol, 1.00 equiv) and methanol (100 mL) was added 10% palladium on carbon (0.5 g) catalyst. The reaction mixture was stirred under 1 atmosphere of hydrogen at room temperature for 4 h. The catalyst was removed by filtration. The filtrate was concentrated under vacuum to give 2.65 g (95%) of 3-fluoro-4-phenoxybenzenamine as an off-white solid. 1H-NMR (300 MHz, CDCl3): δ 7.29-7.19 (m, 2H), 7.03-6.83 (m, 4H), 6.52-6.36 (m, 2H), 3.63 (... The reactants are C1(CC1)C(=O)N (cyclopropanecarboxamide), F[B-](F)(F)F.C(C)[O+](CC)CC (triethyloxonium tetrafluoroborate), NC=1C(=C2C(=NC1)C=CS2)N[C@H]2CC[C@@H](OC2)CO ({(2R,5S)-5-[(6-aminothieno[3,2-b]pyridin-7-yl)amino]tetrahydro-2H-pyran-2-yl}methanol). Run in C1CCOC1 (THF), C(C)O (ethanol), CO (methanol). Run at time 2 hour. The product is C1(CC1)C1=NC=2C(=C3C(=NC2)C=CS3)N1[C@H]1CC[C@@H](OC1)CO ([(2R,5S)-5-(2-Cyclopropyl-1H-imidazo[4,5-d]thieno[3,2-b]pyridin-1-yl)tetrahydro-2H-pyran-2-yl]methanol). As a reaction SMILES: [CH:1]1([C:4](N)=O)[CH2:3][CH2:2]1.F[B-](F)(F)F.C([O+](CC)CC)C.[NH2:19][C:20]1[C:21]([NH:29][C@@H:30]2[CH2:35][O:34][C@@H:33]([CH2:36][OH:37])[CH2:32][CH2:31]2)=[C:22]2[S:28][CH:27]=[CH:26][C:23]2=[N:24][CH:25]=1>C1COCC1.C(O)C.CO>[CH:1]1([C:4]2[N:29]([C@@H:30]3[CH2:35][O:34][C@@H:33]([CH2:36][OH:37])[CH2:32][CH2:31]3)[C:21]3=[C:22]4[S:28][CH:27]=[CH:26][C:23]4=[N:24][CH:25]=[C:20]3[N:19]=2)[CH2:3][CH2:2]1 |f:1.2|. Reported procedure: A mixture of cyclopropanecarboxamide (72.6 mg, 0.853 mmol) and triethyloxonium tetrafluoroborate (0.161 g, 0.845 mmol) in THF (2 mL) was stirred at room temperature for 2 h. The solvent was removed and the residue dissolved in ethanol (0.48 mL) and added to a suspension of {(2R,5S)-5-[(6-aminothieno[3,2-b]pyridin-7-yl)amino]tetrahydro-2H-pyran-2-yl}methanol (72.0 mg, 0.258 mmol) in ethanol (1.8 mL). The mixture was stirred at 80° C. for 1 h. The reaction mixture was cooled to room temperature, d... The reactants are CC1(CNC2=CC(=CC=C12)Br)C (3,3-Dimethyl-6-bromoindoline), FC1=CC=C(C=C1)CCN1CCC(CC1)=O (1-[2-(4-fluorophenyl)ethyl]-4-piperidone), triacetoxylated sodium borohydride. Yields the product CC1(C(NC2=CC(=CC=C12)Br)=O)C (3,3-Dimethyl-6-bromoindolin-2-one), solid. Isolated yield 49.8%. RXN SMILES: [CH3:1][C:2]1([CH3:12])[C:10]2[C:5](=[CH:6][C:7]([Br:11])=[CH:8][CH:9]=2)[NH:4][CH2:3]1.FC1C=CC(CCN2CCC(=[O:28])CC2)=CC=1>>[CH3:1][C:2]1([CH3:12])[C:10]2[C:5](=[CH:6][C:7]([Br:11])=[CH:8][CH:9]=2)[NH:4][C:3]1=[O:28]. Procedure: 3,3-Dimethyl-6-bromoindoline (3.10 g), 1-[2-(4-fluorophenyl)ethyl]-4-piperidone (2.81 g) and triacetoxylated sodium borohydride (5.70 g) were treated as in Example 16 to give the title compound (2.72 g) as a white amorphous solid (yield: 49.8%). Starting materials: C(=O)(O)[O-].[Na+] (NaHCO3), C1(CC1)N1C=C(C2=CC=C(C=C12)OC)C#N (1-cyclopropyl-6-methoxy-1H-indole-3-carbonitrile), ice water, B(Br)(Br)Br (BBr3). Solvent: C(Cl)Cl (CH2Cl2). Run at time 10 minute. Yields the product C1(CC1)N1C=C(C2=CC=C(C=C12)O)C#N (1-cyclopropyl-6-hydroxy-1H-indole-3-carbonitrile). Yield: 89.6%. As a reaction SMILES: [CH:1]1([N:4]2[C:12]3[C:7](=[CH:8][CH:9]=[C:10]([O:13]C)[CH:11]=3)[C:6]([C:15]#[N:16])=[CH:5]2)[CH2:3][CH2:2]1.B(Br)(Br)Br.C([O-])(O)=O.[Na+]>C(Cl)Cl>[CH:1]1([N:4]2[C:12]3[C:7](=[CH:8][CH:9]=[C:10]([OH:13])[CH:11]=3)[C:6]([C:15]#[N:16])=[CH:5]2)[CH2:3][CH2:2]1 |f:2.3|. Procedure details: A solution of 1-cyclopropyl-6-methoxy-1H-indole-3-carbonitrile (3.60 g, 17.0 mmol) in CH2Cl2 (50.0 mL) was cooled to −78° C. and treated with BBr3 (21.27 g, 8.03 mL, 84.9 mmol), stirred for 10 min and then brought to room temperature and stirred for additional 30 minutes. The reaction mixture was poured into ice-water (150 mL), neutralized with NaHCO3 and the precipitate was collected by filtration, washed with water and purified on silica gel (CH2Cl2/EtOAc, 9:1) to provide 1-cyclopropyl-6-hydro...